This data is from the Open Reaction Database (ORD), a public repository of structured organic reaction records. The task is: describe an organic reaction: reactants, conditions, products, and yield Starting materials: NS(=O)(=O)C1=C(SC=C1)C(=O)OC (methyl 3-aminosulfonylthiophene-2-carboxylate), [BH4-].[Li+] (lithium borohydride). The solvent is O1CCCC1 (tetrahydrofuran). Product: OCC=1SC=CC1S(=O)(=O)N (2-Hydroxymethylthiophene-3-sulfonamide). The yield is 41.2%. RXN SMILES: [NH2:1][S:2]([C:5]1[CH:9]=[CH:8][S:7][C:6]=1[C:10](OC)=[O:11])(=[O:4])=[O:3].[BH4-].[Li+]>O1CCCC1>[OH:11][CH2:10][C:6]1[S:7][CH:8]=[CH:9][C:5]=1[S:2]([NH2:1])(=[O:4])=[O:3] |f:1.2|. Procedure: To 5.0 g of methyl 3-aminosulfonylthiophene-2-carboxylate in 200 mL of tetrahydrofuran was added 0.75 g of lithium borohydride. After heating at reflux for two hours the reaction was quenched with water and acidified with concentrated hydrochloric acid. The desired product was then extracted into methylene chloride which was washed with water, dried over magnesium sulfate, filtered and concentrated in vacuo to yield 1.8 g of a yellow solid, m.p. 85°-89°. Starting materials: ClC1=CC=2[C@]3(C4=CC=CC=C4[C@@H](C2C=C1)C3)C(=O)N3CCC(CC3)CC=3C(=NC=CC3)OC (1-((9S,10S)-2-chloro-9,10-dihydro-9,10-methanoanthracen-9-ylcarbonyl)-4-(2-methoxy-3-pyridylmethyl)piperidine), B(F)(F)F.CCOCC (boron trifluoride etherate), B.O1CCCC1 (borane tetrahydrofuran), solution, C(C)OCC (diethyl ether). Run in Cl (hydrochloric acid), CO (methanol), CO (methanol), O1CCCC1 (tetrahydrofuran). Product: hydrochloride salt, ClC1=CC=2[C@]3(C4=CC=CC=C4[C@@H](C2C=C1)C3)CN3CCC(CC3)CC=3C(=NC=CC3)O (1-((9S,10S)-2-Chloro-9,10-dihydro-9,10-methanoanthracen-9-ylmethyl)-4-(2-hydroxy-3-pyridylmethyl)piperidine). Yield: 66.3%. Reaction SMILES: [Cl:1][C:2]1[CH:15]=[CH:14][C:13]2[C@H:12]3[CH2:16][C@:5]([C:17]([N:19]4[CH2:24][CH2:23][CH:22]([CH2:25][C:26]5[C:27]([O:32]C)=[N:28][CH:29]=[CH:30][CH:31]=5)[CH2:21][CH2:20]4)=O)([C:6]4[C:11]3=[CH:10][CH:9]=[CH:8][CH:7]=4)[C:4]=2[CH:3]=1.B(F)(F)F.CCOCC.B.O1CCCC1.C(OCC)C>O1CCCC1.Cl.CO>[Cl:1][C:2]1[CH:15]=[CH:14][C:13]2[C@H:12]3[CH2:16][C@:5]([CH2:17][N:19]4[CH2:24][CH2:23][CH:22]([CH2:25][C:26]5[C:27]([OH:32])=[N:28][CH:29]=[CH:30][CH:31]=5)[CH2:21][CH2:20]4)([C:6]4[C:11]3=[CH:10][CH:9]=[CH:8][CH:7]=4)[C:4]=2[CH:3]=1 |f:1.2,3.4|. Procedure: A solution of 1-((9S,10S)-2-chloro-9,10-dihydro-9,10-methanoanthracen-9-ylcarbonyl)-4-(2-methoxy-3-pyridylmethyl)piperidine (1.80 g. 3.92 mmol) in tetrahydrofuran (50 mL) was treated with boron trifluoride etherate (612 mg, 4.31 mmol) and borane-tetrahydrofuran (14.9 mL of a 1.0M solution, 14.9 mmol). The resulting solution was heated to reflux for 3 h. The mixture was then concentrated on a rotary evaporator to give a colorless residue. The residue was dissolved in concentrated hydrochloric aci... The product is Cc1nc2ccccc2n1C1CC2CCC(C1)N2CCC1(c2ccccc2)CCN(C(=O)NC#N)CC1. Reaction SMILES: [C:1](#[N:2])[N:3]=[C:4]([O:5][c:6]1[cH:7][cH:8][cH:9][cH:10][cH:11]1)[N:12]1[CH2:13][CH2:14][C:15]([c:18]2[cH:19][cH:20][cH:21][cH:22][cH:23]2)([CH2:24][CH2:25][N:26]2[CH:27]3[CH2:28][CH:29]([n:34]4[c:35]([CH3:43])[n:36][c:37]5[c:38]4[cH:39][cH:40][cH:41][cH:42]5)[CH2:30][CH:31]2[CH2:32][CH2:33]3)[CH2:16][CH2:17]1.[C:47](=[O:48])([OH:49])[O-:50].[Cl:52][CH2:53][Cl:54].[Li+:46].[Na+:51].[OH-:45].[OH2:44]>>[C:1](#[N:2])[NH:3][C:4](=[O:5])[N:12]1[CH2:13][CH2:14][C:15]([c:18]2[cH:19][cH:20][cH:21][cH:22][cH:23]2)([CH2:24][CH2:25][N:26]2[CH:27]3[CH2:28][CH:29]([n:34]4[c:35]([CH3:43])[n:36][c:37]5[c:38]4[cH:39][cH:40][cH:41][cH:42]5)[CH2:30][CH:31]2[CH2:32][CH2:33]3)[CH2:16][CH2:17]1. Reactants: Cc1nc2ccccc2n1C1CC2CCC(C1)N2CCC1(c2ccccc2)CCN(C(=NC#N)Oc2ccccc2)CC1, O=C([O-])O, ClCCl, [Li+], [Na+], [OH-], O. Reactants: polystyrene divinylbenzene, C(C)(=O)OCCC[C@@H]1[C@H](C[C@@H](O1)N1C(=O)NC(=O)C(=C1)CC)OC(C)=O (5'-(2-acetoxyethyl)-3'-O-acetyl-2',5'-dideoxy-5-ethyluridine), dilute solution, C[O-].[Na+] (sodium methoxide). Run in CO (methanol). Reaction conditions: time 2 hour. The product is C(C)C=1C(NC(N([C@H]2C[C@H](O)[C@@H](CCCO)O2)C1)=O)=O (2',5'-dideoxy-5-ethyl-5'-(2-hydroxyethyl)uridine). The yield is 58.3%. As a reaction SMILES: C([O:4][CH2:5][CH2:6][CH2:7][C@H:8]1[O:12][C@@H:11]([N:13]2[CH:20]=[C:19]([CH2:21][CH3:22])[C:17](=[O:18])[NH:16][C:14]2=[O:15])[CH2:10][C@@H:9]1[O:23]C(=O)C)(=O)C.C[O-].[Na+]>CO>[CH2:21]([C:19]1[C:17](=[O:18])[NH:16][C:14](=[O:15])[N:13]([CH:20]=1)[C@@H:11]1[O:12][C@H:8]([CH2:7][CH2:6][CH2:5][OH:4])[C@@H:9]([OH:23])[CH2:10]1)[CH3:22] |f:1.2|. Procedure: 0.10 g of 5'-(2-acetoxyethyl)-3'-O-acetyl-2',5'-dideoxy-5-ethyluridine was treated with 5 ml of a dilute solution of sodium methoxide in methanol. After standing at room temperature for 2 hours the solution was neutralized by the addition of a cross-linked polystyrene-divinylbenzene cation exchange resin containing sulfonic acid groups (H+ form) and then filtered. The filtrate was evaporated to dryness to give 0.045 g of 2',5'-dideoxy-5-ethyl-5'-(2-hydroxyethyl)uridine in the form of a white sol... Reactants: Cl.N(C(=N)N)C1=CC=C(C(=O)O)C=C1 (4-guanidino benzoic acid hydrochloride), C1(CCCCC1)N=C=NC1CCCCC1 (1,3-dicyclohexylcarbodiimide), N1=CC=CC=C1 (pyridine), Cl.CN(C([C@@H](N)CC1=CC=CC=C1)=O)C (L-phenylalanine dimethylamide hydrochloride), Cl.CN(C([C@@H](N)CC1=CC=CC=C1)=O)C (L-phenylalanine dimethylamide hydrochloride), N(C(=N)N)C1=CC=C(C(=O)N[C@@H](CC2=CC=CC=C2)C(=O)O)C=C1 (N-(4-guanidinobenzoyl)-L-phenylalanine). Run at time 12 hour. Yields the product CNC([C@@H](NC(=O)[C@@H]1CC[C@H](CC1)CNC(=O)OC(C)(C)C)CC1=CC=CC=C1)=O (N-[trans-4-(t-butoxycarbonylaminomethyl)cyclohexylcarbonyl]-L-phenylalanine methylamide). Reaction SMILES: Cl.CN(C)C(=O)[C@H]([CH2:7][C:8]1[CH:13]=CC=C[CH:9]=1)N.Cl.N(C1C=CC([C:25]([OH:27])=[O:26])=CC=1)C(N)=N.[CH:30]1([N:36]=C=NC2CCCCC2)CCCCC1.N([C:49]1[CH:68]=[CH:67][C:52]([C:53]([NH:55][C@H:56]([C:64]([OH:66])=O)[CH2:57][C:58]2[CH:63]=[CH:62][CH:61]=[CH:60][CH:59]=2)=[O:54])=[CH:51][CH:50]=1)C(N)=N.[N:69]1C=CC=C[CH:70]=1>>[CH3:30][NH:36][C:64](=[O:66])[C@H:56]([CH2:57][C:58]1[CH:59]=[CH:60][CH:61]=[CH:62][CH:63]=1)[NH:55][C:53]([C@H:52]1[CH2:51][CH2:50][C@H:49]([CH2:70][NH:69][C:25]([O:27][C:8]([CH3:7])([CH3:9])[CH3:13])=[O:26])[CH2:68][CH2:67]1)=[O:54] |f:0.1,2.3|. Procedure details: After evaporation of the solvent, the residue was extracted with ethyl acetate, washed with water, and dried over sodium sulfate. After evaporation of the solvent, a white powder of N-(t-butoxycarbonyl)-L-phenylalanine 4-cis/trans-methylcyclohexylamide (I) (0.5 g) was obtained. After confirmation by NMR and IR, 4N hydrogen chloride/1,4-dioxane solution (5 ml) was added to the above compound (I) (0.5 g) under ice-cooling, and the mixture was stirred at room temperature for 30 minutes. Hexane (20 ... Starting materials: Cl (Hydrochloric acid), COC=1C=C(C=CC1OC)/C(/C#N)=C/C=1OC(=CC1)N1CCN(CC1)C ((Z)-2-(3,4-dimethoxy-phenyl)-3-[5-(4-methyl-piperazin-1-yl)-furan-2-yl]-acrylonitrile). Conditions: time 30 minute. Product: Cl.COC=1C=C(C=CC1OC)/C(/C#N)=C/C=1OC(=CC1)N1CCN(CC1)C ((Z)-2-(3,4-dimethoxy-phenyl)-3-[5-(4-methyl-piperazin-1-yl)-furan-2-yl]-acrylonitrile hydrochloride). Yield: 99.0%. RXN SMILES: [ClH:1].[CH3:2][O:3][C:4]1[CH:5]=[C:6](/[C:12](=[CH:15]/[C:16]2[O:17][C:18]([N:21]3[CH2:26][CH2:25][N:24]([CH3:27])[CH2:23][CH2:22]3)=[CH:19][CH:20]=2)/[C:13]#[N:14])[CH:7]=[CH:8][C:9]=1[O:10][CH3:11]>>[ClH:1].[CH3:2][O:3][C:4]1[CH:5]=[C:6](/[C:12](=[CH:15]/[C:16]2[O:17][C:18]([N:21]3[CH2:26][CH2:25][N:24]([CH3:27])[CH2:23][CH2:22]3)=[CH:19][CH:20]=2)/[C:13]#[N:14])[CH:7]=[CH:8][C:9]=1[O:10][CH3:11] |f:2.3|. Procedure: 0.1N Hydrochloric acid (3.1 mL) was added to Compound 27 (100 mg) for dissolution, and purified water (5 mL) was added to the solution, followed by stirring at room temperature for 30 minutes. The reaction mixture was lyophilized, to thereby yield the target product (yield: 109 mg, 99%).